This data is from the Open Reaction Database (ORD), a public repository of structured organic reaction records. The task is: describe an organic reaction: reactants, conditions, products, and yield The reactants are II (iodine), FC1=C2CCC(C2=CC(=C1)F)=O (4,6-difluoro-1-indanone), BrCC(=O)OCC (ethyl bromoacetate), II (iodine). The reagents and catalysts are [Zn] (zinc). The solvent is C(C)OCC.C1(=CC=CC=C1)C (diethyl ether toluene). Run at time 24 hour. Yields the product FC1=C2CCC(C2=CC(=C1)F)(O)CC(=O)OCC (Ethyl 2-(4,6-difluoro-1- hydroxy-1-indanyl)acetate). The yield is 110.7%. Reaction SMILES: [F:1][C:2]1[CH:10]=[C:9]([F:11])[CH:8]=[C:7]2[C:3]=1[CH2:4][CH2:5][C:6]2=[O:12].Br[CH2:14][C:15]([O:17][CH2:18][CH3:19])=[O:16].II>C(OCC)C.C1(C)C=CC=CC=1.[Zn]>[F:1][C:2]1[CH:10]=[C:9]([F:11])[CH:8]=[C:7]2[C:3]=1[CH2:4][CH2:5][C:6]2([CH2:14][C:15]([O:17][CH2:18][CH3:19])=[O:16])[OH:12] |f:3.4|. Procedure details: A mixture of 4,6-difluoro-1-indanone (12.6 g, 0.08 mol), ethyl bromoacetate (19.0 g, 0.11 mol, Aldrich), activated zinc powder (7.5 g, 0.11 mol, Aldrich; Org. Syn., Coll. Vol. 6, 290, 1988) and a few crystals of iodine in diethyl ether:toluene (1:1, 300 mL) was heated at 30°-35° C. under a nitrogen atmosphere for 24 h. A few more crystals of iodine were added, the temperature was adjusted to 40°-45° C., and the mixture was kept at that temperature for an additional 24 h. The reaction mixture was... Starting materials: CCCCBr, [Na+], [OH-], Oc1ccc(CCCc2ccncc2)cc1. Product: CCCCOc1ccc(CCCc2ccncc2)cc1. RXN SMILES: [Br:1][CH2:2][CH2:3][CH2:4][CH3:5].[Na+:23].[OH-:22].[OH:6][c:7]1[cH:8][cH:9][c:10]([CH2:13][CH2:14][CH2:15][c:16]2[cH:17][cH:18][n:19][cH:20][cH:21]2)[cH:11][cH:12]1>>[CH2:2]([CH2:3][CH2:4][CH3:5])[O:6][c:7]1[cH:8][cH:9][c:10]([CH2:13][CH2:14][CH2:15][c:16]2[cH:17][cH:18][n:19][cH:20][cH:21]2)[cH:11][cH:12]1. Reactants: CS(=O)(=O)C1=CC=C(C=N1)OC=1C=C2C=C(NC2=C(C1)OC1CCOCC1)C(=O)N (5-{[6-(methylsulfonyl)pyridin-3-yl]oxy}-7-(tetrahydro-2H-pyran-4-yloxy)-1H-indole-2-carboxamide), COC=1C=CC(=CC1)P2(=S)SP(=S)(S2)C=3C=CC(=CC3)OC (Lawesson's reagent), CCCCCC (hexane), C(C)(=O)OCC (ethyl acetate). The solvent is O1CCCC1 (tetrahydrofuran). The product is CS(=O)(=O)C1=CC=C(C=N1)OC=1C=C2C=C(NC2=C(C1)OC1CCOCC1)C(N)=S (5-{[6-(Methylsulfonyl)pyridin-3-yl]oxy}-7-(tetrahydro-2H-pyran-4-yloxy)-1H-indole-2-carbothioamide). Yield: 100.0%. As a reaction SMILES: [CH3:1][S:2]([C:5]1[N:10]=[CH:9][C:8]([O:11][C:12]2[CH:13]=[C:14]3[C:18](=[C:19]([O:21][CH:22]4[CH2:27][CH2:26][O:25][CH2:24][CH2:23]4)[CH:20]=2)[NH:17][C:16]([C:28]([NH2:30])=O)=[CH:15]3)=[CH:7][CH:6]=1)(=[O:4])=[O:3].COC1C=CC(P2(SP(C3C=CC(OC)=CC=3)(=S)S2)=[S:40])=CC=1.C(OCC)(=O)C.CCCCCC>O1CCCC1>[CH3:1][S:2]([C:5]1[N:10]=[CH:9][C:8]([O:11][C:12]2[CH:13]=[C:14]3[C:18](=[C:19]([O:21][CH:22]4[CH2:27][CH2:26][O:25][CH2:24][CH2:23]4)[CH:20]=2)[NH:17][C:16]([C:28](=[S:40])[NH2:30])=[CH:15]3)=[CH:7][CH:6]=1)(=[O:4])=[O:3]. Procedure: To a solution of 5-{[6-(methylsulfonyl)pyridin-3-yl]oxy}-7-(tetrahydro-2H-pyran-4-yloxy)-1H-indole-2-carboxamide (1.35 g) in tetrahydrofuran (20 mL) was added a Lawesson's reagent (1.4 g), and the mixture was stirred with heating under reflux for 1 hr. The reaction mixture was cooled, and concentrated under reduced pressure. The obtained crude product was subjected to silica gel column chromatography (ethyl acetate:hexane=0:100 to 100:0, volume ratio) to give the title compound (1.4 g, yield 100... Starting materials: COC=1C=C(C=CC1OC)C(=CC=O)C1=CC(=C(C=C1)OC)OC (3,3-bis(3,4-dimethoxyphenyl)-2-propenal), C(=O)(OC)C=P(C1=CC=CC=C1)(C1=CC=CC=C1)C1=CC=CC=C1 ((carbomethoxymethylene)triphenylphosphorane), C1=CC=CC=C1 (benzene). Run at temperature 55 celsius, time 8 hour. Product: COC=1C=C(C=CC1OC)C(=C/C=C/C(=O)O)C1=CC(=C(C=C1)OC)OC ((E)-5,5-bis(3,4-dimethoxyphenyl)-2,4-pentadienoic acid). Reaction SMILES: [CH3:1][O:2][C:3]1[CH:4]=[C:5]([C:11]([C:15]2[CH:20]=[CH:19][C:18]([O:21][CH3:22])=[C:17]([O:23][CH3:24])[CH:16]=2)=[CH:12]C=O)[CH:6]=[CH:7][C:8]=1[O:9][CH3:10].[C:25]([CH:29]=P(C1C=CC=CC=1)(C1C=CC=CC=1)C1C=CC=CC=1)([O:27]C)=[O:26].[CH:49]1C=CC=CC=1>>[CH3:1][O:2][C:3]1[CH:4]=[C:5]([C:11]([C:15]2[CH:20]=[CH:19][C:18]([O:21][CH3:22])=[C:17]([O:23][CH3:24])[CH:16]=2)=[CH:12]/[CH:49]=[CH:29]/[C:25]([OH:27])=[O:26])[CH:6]=[CH:7][C:8]=1[O:9][CH3:10]. Reported procedure: A mixture of 3,3-bis(3,4-dimethoxyphenyl)-2-propenal (19.6 g) and (carbomethoxymethylene)triphenylphosphorane (22 g) in benzene (150 mL) was stirred overnight at 55° C. The solvent was removed under reduced pressure and the residue (45 g), consisting of mainly triphenylphosphine oxide and (E)-5,5-bis(3,4-dimethoxyphenyl)-2,4-pentadienoic acid methyl ester, was taken up a mixture of methanol (100 mL) and 2N sodium hydroxide solution (50 mL) and heated at reflux for 30 minutes. After the methanol ... Starting materials: [Mg] (magnesium), C(C1=CC=CC=C1)N1CCC2(OCCO2)CC1 (8-benzyl-1,4-dioxa-8-aza-spiro [4,5] decane), C(C)Br (ethyl bromide). The solvent is CCOCC (ether), C1=CC=CC=C1 (benzene), CCOCC (ether). Yields the product C(C1=CC=CC=C1)N1CCC(CC1)(OCCO)CC (2-(1-benzyl-4-ethyl-4-piperidyloxy)-ethanol). The yield is 71.5%. As a reaction SMILES: [CH2:1](Br)[CH3:2].[Mg].[CH2:5]([N:12]1[CH2:21][CH2:20][C:15]2([O:19][CH2:18][CH2:17][O:16]2)[CH2:14][CH2:13]1)[C:6]1[CH:11]=[CH:10][CH:9]=[CH:8][CH:7]=1>CCOCC.C1C=CC=CC=1>[CH2:5]([N:12]1[CH2:13][CH2:14][C:15]([CH2:1][CH3:2])([O:16][CH2:17][CH2:18][OH:19])[CH2:20][CH2:21]1)[C:6]1[CH:7]=[CH:8][CH:9]=[CH:10][CH:11]=1. Reported procedure: 87.5 g of ethyl bromide dissolved in 100 ml of ether were added dropwise over 30 minutes to 19.2 g of magnesium in 100 ml of ether refluxing in a flask and the resulting solution was cooled. A solution of 46.6 g of 8-benzyl-1,4-dioxa-8-aza-spiro [4,5] decane in 250 ml of benzene was added thereto and the ether was evaporated off. 250 ml. of benzene were added and the mixture was refluxed for 20 hours. The mixture was cooled and hydrolyzed with a saturated aqueous ammonium chloride solution. The ... Starting materials: ClC=1C=2N(C=CN1)C(=NN2)C2=CC=CC=C2 (8-chloro-3-phenyl-[1,2,4]triazolo[4,3-a]pyrazine), [H][H] (hydrogen). The reagents and catalysts are [Pd] (Pd/C). Solvent: CCO (EtOH). Yields the product C1(=CC=CC=C1)C1=NN=C2N1CCNC2 (3-phenyl-5,6,7,8-tetrahydro-[1,2,4]-triazolo[4,3-a]pyrazine). Isolated yield 100.3%. Reaction SMILES: Cl[C:2]1[C:3]2[N:4]([C:8]([C:11]3[CH:16]=[CH:15][CH:14]=[CH:13][CH:12]=3)=[N:9][N:10]=2)[CH:5]=[CH:6][N:7]=1.[H][H]>CCO.[Pd]>[C:11]1([C:8]2[N:4]3[CH2:5][CH2:6][NH:7][CH2:2][C:3]3=[N:10][N:9]=2)[CH:12]=[CH:13][CH:14]=[CH:15][CH:16]=1. Reported procedure: Title compound 472 (310 mg, 1.34 mmol) was dissolved in EtOH (25 mL) and 10% Pd/C (75 mg, 25% w/w) was added. The reaction mixture was stirred under 1 atmosphere of hydrogen over night. The catalyst was filtered and the filtrate was evaporated to afford title compound 473 (269 mg, 100%). MS (m/z): 201.1 (M+H). Starting materials: [AlH4-], COC(=O)C1Cc2ccc(Br)cc2CN1, [Li+], [Na+], C1CCOC1, [OH-], O. Product: OCC1Cc2ccc(Br)cc2CN1. RXN SMILES: [AlH4-:17].[Br:1][c:2]1[cH:3][cH:4][c:5]2[c:10]([cH:11]1)[CH2:9][NH:8][CH:7]([C:12](=[O:13])[O:14][CH3:15])[CH2:6]2.[Li+:16].[Na+:20].[O:21]1[CH2:22][CH2:23][CH2:24][CH2:25]1.[OH-:19].[OH2:18]>>[Br:1][c:2]1[cH:3][cH:4][c:5]2[c:10]([cH:11]1)[CH2:9][NH:8][CH:7]([CH2:12][OH:13])[CH2:6]2. Reactants: C(C)OC(=O)C=1C=NN(C1)CC1=CC=C(C=C1)C(O[SiH2]C(C)(C)C)(C)C (1-[4-(tert-Butyl-dimethyl-silanyloxymethyl)-benzyl]-1H-pyrazole-4-carboxylic acid ethyl ester), O.[OH-].[Li+] (lithiumhydroxide-hydrate). Run in CO (MeOH), O (water). Reaction conditions: time 32 hour. The product is OCC1=CC=C(CN2N=CC(=C2)C(=O)O)C=C1 (1-(4-Hydroxymethyl-benzyl)-1H-pyrazole-4-carboxylic acid). As a reaction SMILES: C([O:3][C:4]([C:6]1[CH:7]=[N:8][N:9]([CH2:11][C:12]2[CH:17]=[CH:16][C:15]([C:18](C)(C)[O:19][SiH2]C(C)(C)C)=[CH:14][CH:13]=2)[CH:10]=1)=[O:5])C.O.[OH-].[Li+]>CO.O>[OH:19][CH2:18][C:15]1[CH:16]=[CH:17][C:12]([CH2:11][N:9]2[CH:10]=[C:6]([C:4]([OH:5])=[O:3])[CH:7]=[N:8]2)=[CH:13][CH:14]=1 |f:1.2.3|. Procedure details: A mixture of 1-[4-(tert-Butyl-dimethyl-silanyloxymethyl)-benzyl]-1H-pyrazole-4-carboxylic acid ethyl ester (630 mg, 1.4 mmol) and lithiumhydroxide-hydrate (119 mg, 2.8 mmol) in 20 mL MeOH and 10 mL water was stirred at RT for 32 h. The mixture was evaporated in vacuo and the aq. layer was acidified with 1 N aq. HCl. After extraction with ethyl acetate, the organic layer was dried over MgSO4 and evaporated to yield the crude product which was used in the next step without further purification. 1H... The reactants are C(C)OC(CCCOC1=C(C(=CC=C1)CCCCCCBr)CCC(=O)OCC)=O (4-[3-(6-bromo-hexyl)-2-(ethoxycarbonyl-ethyl)-phenoxy]-butyric acid ethyl ester), IC=1C=C(C=C(C1)[N+](=O)[O-])O (3-iodo-5-nitro-phenol). Product: C(C)OC(CCCOC1=C(C(=CC=C1)CCCCCCOC1=CC(=CC(=C1)[N+](=O)[O-])I)CCC(=O)OCC)=O (4-{2-(2-ethoxycarbonyl-ethyl)-3-[6-(3-iodo-5-nitro-phenoxy)-hexyl]-phenoxy}-butyric acid ethyl ester). Yield: 73.3%. As a reaction SMILES: [CH2:1]([O:3][C:4](=[O:29])[CH2:5][CH2:6][CH2:7][O:8][C:9]1[CH:14]=[CH:13][CH:12]=[C:11]([CH2:15][CH2:16][CH2:17][CH2:18][CH2:19][CH2:20]Br)[C:10]=1[CH2:22][CH2:23][C:24]([O:26][CH2:27][CH3:28])=[O:25])[CH3:2].[I:30][C:31]1[CH:32]=[C:33]([OH:40])[CH:34]=[C:35]([N+:37]([O-:39])=[O:38])[CH:36]=1>>[CH2:1]([O:3][C:4](=[O:29])[CH2:5][CH2:6][CH2:7][O:8][C:9]1[CH:14]=[CH:13][CH:12]=[C:11]([CH2:15][CH2:16][CH2:17][CH2:18][CH2:19][CH2:20][O:40][C:33]2[CH:34]=[C:35]([N+:37]([O-:39])=[O:38])[CH:36]=[C:31]([I:30])[CH:32]=2)[C:10]=1[CH2:22][CH2:23][C:24]([O:26][CH2:27][CH3:28])=[O:25])[CH3:2]. Reported procedure: A similar procedure as described in Example 12, step 7 was used, starting from 4-[3-(6-bromo-hexyl)-2-(ethoxycarbonyl-ethyl)-phenoxy]-butyric acid ethyl ester (9.39 g, 19.92 mmol) and 3-iodo-5-nitro-phenol (4.8 g, 18.11 mmol) to afford 4-{2-(2-ethoxycarbonyl-ethyl)-3-[6-(3-iodo-5-nitro-phenoxy)-hexyl]-phenoxy}-butyric acid ethyl ester (8.7 g, 73%) as a light yellow oil: ES(+)-HRMS m/e calculated for C29H38INO8 (M+H)+ 656.1715, found 656.1721.